From a dataset of the Open Reaction Database (ORD), a public repository of structured organic reaction records. describe an organic reaction: reactants, conditions, products, and yield The reactants are FC1=C(C(C(=O)O)=C(C(=C1OC)F)F)C(=O)O (3,5,6-trifluoro-4-methoxyphthalic acid). Solvent: O (water). Conditions: temperature 190 celsius. The product is FC1=C(C(=O)O)C=C(C(=C1O)F)F (2,4,5-trifluoro-3-hydroxybenzoic acid). Yield: 74.0%. Reaction SMILES: [F:1][C:2]1[C:10]([O:11]C)=[C:9]([F:13])[C:8]([F:14])=[C:4](C(O)=O)[C:3]=1[C:15]([OH:17])=[O:16]>O>[F:1][C:2]1[C:10]([OH:11])=[C:9]([F:13])[C:8]([F:14])=[CH:4][C:3]=1[C:15]([OH:17])=[O:16]. Procedure: An amount of 0.84 g of to 3,5,6-trifluoro-4-methoxyphthalic acid and 10 ml of water were placed in a sealed tube, replaced with nitrogen and heated at 190° C. for 8 hours. After completion of the reaction, the mixture was cooled to room temperature and concentrated, whereby crystals were precipitated. The crystals were filtered, washed (chloroform 5 ml) and then dried. As colorless crystals, 0.48 g of 2,4,5-trifluoro-3-hydroxybenzoic acid was obtained.